Dataset: the Open Reaction Database (ORD), a public repository of structured organic reaction records. Task: describe an organic reaction: reactants, conditions, products, and yield The reactants are CC1CCNCC1, Cc1csc2c(Cl)nc(Cl)nc12, CN(C)C=O, O. Yields the product Cc1csc2c(N3CCC(C)CC3)nc(Cl)nc12. Reaction SMILES: [CH3:13][CH:14]1[CH2:15][CH2:16][NH:17][CH2:18][CH2:19]1.[Cl:1][c:2]1[n:3][c:4]([Cl:12])[c:5]2[c:6]([n:7]1)[c:8]([CH3:11])[cH:9][s:10]2.[O:21]=[CH:22][N:23]([CH3:24])[CH3:25].[OH2:20]>>[Cl:1][c:2]1[n:3][c:4]([N:17]2[CH2:16][CH2:15][CH:14]([CH3:13])[CH2:19][CH2:18]2)[c:5]2[c:6]([n:7]1)[c:8]([CH3:11])[cH:9][s:10]2. Starting materials: CCCCC, CCCCCC, CCCCC, CCOCC, CC[Si](Cl)(CC)CC, FC(F)=C(F)Cl, [Li]CCCC, N, C1CCOC1. Yields the product CC[Si](CC)(CC)C(F)=C(F)F. Reaction SMILES: [CH3:1][CH2:2][CH2:3][CH2:4][CH3:5].[CH3:21][CH2:22][CH2:23][CH2:24][CH2:25][CH3:26].[CH3:32][CH2:33][CH2:34][CH2:35][CH3:36].[CH3:37][CH2:38][O:39][CH2:40][CH3:41].[Cl:13][Si:14]([CH2:15][CH3:16])([CH2:17][CH3:18])[CH2:19][CH3:20].[Cl:7][C:8](=[C:9]([F:10])[F:11])[F:12].[Li:27][CH2:28][CH2:29][CH2:30][CH3:31].[N:6].[O:42]1[CH2:43][CH2:44][CH2:45][CH2:46]1>>[C:8](=[C:9]([F:10])[F:11])([F:12])[Si:14]([CH2:15][CH3:16])([CH2:17][CH3:18])[CH2:19][CH3:20].